This data is from the Open Reaction Database (ORD), a public repository of structured organic reaction records. The task is: describe an organic reaction: reactants, conditions, products, and yield Reactants: ClN1C(CCC1=O)=O (N-chlorosuccinimide), N1=C(C=CC2=CC=CC=C12)COC1=CC=C(CO)C=C1 (4-(quinolin-2-ylmethoxy)benzyl alcohol), C1(=CC=CC=C1)P(C1=CC=CC=C1)C1=CC=CC=C1 (triphenylphosphine). The solvent is ClCCl (dichloromethane). Reaction conditions: time 1.5 hour. Yields the product N1=C(C=CC2=CC=CC=C12)COC1=CC=C(CCl)C=C1 (4-(Quinolin-2-ylmethoxy)benzyl chloride). RXN SMILES: [Cl:1]N1C(=O)CCC1=O.[N:9]1[C:18]2[C:13](=[CH:14][CH:15]=[CH:16][CH:17]=2)[CH:12]=[CH:11][C:10]=1[CH2:19][O:20][C:21]1[CH:28]=[CH:27][C:24]([CH2:25]O)=[CH:23][CH:22]=1.C1(P(C2C=CC=CC=2)C2C=CC=CC=2)C=CC=CC=1>ClCCl>[N:9]1[C:18]2[C:13](=[CH:14][CH:15]=[CH:16][CH:17]=2)[CH:12]=[CH:11][C:10]=1[CH2:19][O:20][C:21]1[CH:28]=[CH:27][C:24]([CH2:25][Cl:1])=[CH:23][CH:22]=1. Procedure details: Solid N-chlorosuccinimide (16.69 g) was added in portions to a stirred solution of 4-(quinolin-2-ylmethoxy)benzyl alcohol (26.58 g) and triphenylphosphine (32.89 g) in dichloromethane (600 ml) at 0°-5° C. The mixture was stirred for a further 1.5 hours at 0°-5° C. and then purified rapidly by pouring the mixture onto flash silica and eluting with petroleum spirit 40°-60° C.-diethyl ether (2:1) under vacuum. The reactants are [I-].OC1=C(C=N[C@H]2[C@@H]3N(C(=C(CS3)C[N+]=3N(C=CC3)C)C(=O)OC(C3=CC=CC=C3)C3=CC=CC=C3)C2=O)C=CC=C1 (benzhydryl 7β-(2-hydroxybenzylideneamino)-3-(2-methyl-1-pyrazolio)methyl-3-cephem-4-carboxylate iodide), Cl (hydrochloric acid). The solvent is O1CCCC1 (tetrahydrofuran), C(C)O (ethanol), O1CCCC1 (tetrahydrofuran). Conditions: time 1 hour. Product: Cl (hydrochloric acid), [I-].N[C@H]1[C@@H]2N(C(=C(CS2)C[N+]=2N(C=CC2)C)C(=O)OC(C2=CC=CC=C2)C2=CC=CC=C2)C1=O (benzhydryl 7β-amino-3-(2-methyl-1-pyrazolio)methyl-3-cephem-4-carboxylate iodide). Reaction SMILES: [I-:1].OC1C=CC=CC=1C=[N:6][C@@H:7]1[C:37](=[O:38])[N:9]2[C:10]([C:21]([O:23][CH:24]([C:31]3[CH:36]=[CH:35][CH:34]=[CH:33][CH:32]=3)[C:25]3[CH:30]=[CH:29][CH:28]=[CH:27][CH:26]=3)=[O:22])=[C:11]([CH2:14][N+:15]3[N:16]([CH3:20])[CH:17]=[CH:18][CH:19]=3)[CH2:12][S:13][C@H:8]12.[ClH:43]>O1CCCC1.C(O)C>[ClH:43].[I-:1].[NH2:6][C@@H:7]1[C:37](=[O:38])[N:9]2[C:10]([C:21]([O:23][CH:24]([C:25]3[CH:30]=[CH:29][CH:28]=[CH:27][CH:26]=3)[C:31]3[CH:32]=[CH:33][CH:34]=[CH:35][CH:36]=3)=[O:22])=[C:11]([CH2:14][N+:15]3[N:16]([CH3:20])[CH:17]=[CH:18][CH:19]=3)[CH2:12][S:13][C@H:8]12 |f:0.1,6.7|. Procedure: To a solution of benzhydryl 7β-(2-hydroxybenzylideneamino)-3-(2-methyl-1-pyrazolio)methyl-3-cephem-4-carboxylate iodide (1 g) in tetrahydrofuran (20 ml) and ethanol (3 ml) was added conc. hydrochloric acid (0.14 ml) at ambient temperature. After stirring at the same temperature for 1 hour, the mixture was poured into tetrahydrofuran (20 ml). The resulting precipitates were collected by filtration to give hydrochloric acid salt of benzhydryl 7β-amino-3-(2-methyl-1-pyrazolio)methyl-3-cephem-4-carb... Reactants: [Cl-].[Na+] (sodium chloride), Cl (HCl), C(#N)[BH3-].[Na+] (sodium cyanoborohydride), ice, BrCC(=O)C1=CC(=C(C=C1)Cl)S(N)(=O)=O (2-bromo-4'-chloro-3'-sulfamoylacetophenone), CN(C)C=1C=CC(=CC1)N=NC=2C=CC(=CC2)S(=O)(=O)O (methyl orange). Solvent: O (water), C(C)(=O)OCC (ethyl acetate), C(C)(=O)O (acetic acid), O1CCCC1 (tetrahydrofuran). Yields the product BrCC(O)C1=CC(=C(C=C1)Cl)S(N)(=O)=O (2-Bromo-1-(4-chloro-3-sulfamoylphenyl)-ethanol). As a reaction SMILES: C([BH3-])#N.[Na+].[Br:5][CH2:6][C:7]([C:9]1[CH:14]=[CH:13][C:12]([Cl:15])=[C:11]([S:16](=[O:19])(=[O:18])[NH2:17])[CH:10]=1)=[O:8].CN(C1C=CC(N=NC2C=CC(S(O)(=O)=O)=CC=2)=CC=1)C.Cl.[Cl-].[Na+]>O1CCCC1.O.C(OCC)(=O)C.C(O)(=O)C>[Br:5][CH2:6][CH:7]([C:9]1[CH:14]=[CH:13][C:12]([Cl:15])=[C:11]([S:16](=[O:19])(=[O:18])[NH2:17])[CH:10]=1)[OH:8] |f:0.1,5.6|. Procedure details: 0.94 g of sodium cyanoborohydride are added to an ice-cold solution of 3.1 g of 2-bromo-4'-chloro-3'-sulfamoylacetophenone and 1 ml of aqueous methyl orange solution in 20 ml of tetrahydrofuran, with stirring, and the pH is then rapidly adjusted to 3-4 by the dropwise addition of a 1:1 mixture of glacial acetic acid and 2 N HCl (indicator red in color) and the pH is then kept at this value by the occasional dropwise addition of the acid mixture. After about 11/2 hours no further starting materia... The reactants are [Al+3], C1CCOC1, [H-], [H-], [H-], [H-], [Li+], [Mg+2], [Na+], O=S(=O)([O-])[O-], [OH-], O, CC(C)(C)OC(=O)NCCCCCCO. The product is CNCCCCCCO. RXN SMILES: [Al+3:17].[CH2:30]1[O:31][CH2:32][CH2:33][CH2:34]1.[H-:16].[H-:19].[H-:20].[H-:21].[Li+:18].[Mg+2:24].[Na+:23].[O-:25][S:26]([O-:27])(=[O:28])=[O:29].[OH-:22].[OH2:35].[OH:1][CH2:2][CH2:3][CH2:4][CH2:5][CH2:6][CH2:7][NH:8][C:9](=[O:10])[O:11][C:12]([CH3:13])([CH3:14])[CH3:15]>>[OH:1][CH2:2][CH2:3][CH2:4][CH2:5][CH2:6][CH2:7][NH:8][CH3:9].